Dataset: the Open Reaction Database (ORD), a public repository of structured organic reaction records. Task: describe an organic reaction: reactants, conditions, products, and yield Starting materials: BrC=1C(=CC=2CCN3C(C2C1)=C(C1=C3C(N(CCCOC1)C(C)(C)C)=O)C1=CN=CS1)OC (2-bromo-9-tert-butyl-3-methoxy-15-(1,3-thiazol-5-yl)-5,6,9,10,11,12-hexahydro[1,5]oxazonino[8′,7′:4,5]pyrrolo[2,1-a]isoquinolin-8(14H)-one), C(CCC)[Sn](C1=NC=CN=C1)(CCCC)CCCC (2-tributylstannylpyrazine), C(C)OCC (diethyl ether). The reagents and catalysts are C=1C=CC(=CC1)[P](C=2C=CC=CC2)(C=3C=CC=CC3)[Pd]([P](C=4C=CC=CC4)(C=5C=CC=CC5)C=6C=CC=CC6)([P](C=7C=CC=CC7)(C=8C=CC=CC8)C=9C=CC=CC9)[P](C=1C=CC=CC1)(C=1C=CC=CC1)C=1C=CC=CC1 (Pd(PPh3)4). Run in C1(=CC=CC=C1)C (toluene). The product is C(C)(C)(C)N1CCCOCC=2C(=C3N(CCC=4C=C(C(=CC34)C3=NC=CN=C3)OC)C2C1=O)C1=CN=CS1 (9-tert-butyl-3-methoxy-2-pyrazin-2-yl-15-(1,3-thiazol-5-yl)-5,6,9,10,11,12-hexahydro[1,5]oxazonino[8′,7′:4,5]pyrrolo[2,1-a]isoquinolin-8(14H)-one). Isolated yield 88.1%. RXN SMILES: Br[C:2]1[C:3]([O:32][CH3:33])=[CH:4][C:5]2[CH2:6][CH2:7][N:8]3[C:14]4[C:15](=[O:26])[N:16]([C:22]([CH3:25])([CH3:24])[CH3:23])[CH2:17][CH2:18][CH2:19][O:20][CH2:21][C:13]=4[C:12]([C:27]4[S:31][CH:30]=[N:29][CH:28]=4)=[C:9]3[C:10]=2[CH:11]=1.C([Sn](CCCC)(CCCC)[C:39]1[CH:44]=[N:43][CH:42]=[CH:41][N:40]=1)CCC.C(OCC)C>C1(C)C=CC=CC=1.C1C=CC([P]([Pd]([P](C2C=CC=CC=2)(C2C=CC=CC=2)C2C=CC=CC=2)([P](C2C=CC=CC=2)(C2C=CC=CC=2)C2C=CC=CC=2)[P](C2C=CC=CC=2)(C2C=CC=CC=2)C2C=CC=CC=2)(C2C=CC=CC=2)C2C=CC=CC=2)=CC=1>[C:22]([N:16]1[C:15](=[O:26])[C:14]2[N:8]3[CH2:7][CH2:6][C:5]4[CH:4]=[C:3]([O:32][CH3:33])[C:2]([C:39]5[CH:44]=[N:43][CH:42]=[CH:41][N:40]=5)=[CH:11][C:10]=4[C:9]3=[C:12]([C:27]3[S:31][CH:30]=[N:29][CH:28]=3)[C:13]=2[CH2:21][O:20][CH2:19][CH2:18][CH2:17]1)([CH3:23])([CH3:24])[CH3:25] |^1:68,70,89,108|. Procedure: A solution of 75 mg of 8e, 150 mg of 2-tributylstannylpyrazine and 16 mg of Pd(PPh3)4 in 2 ml of degassed toluene was heated under N2 atmosphere for 24 hr. The reaction mixture was concentrated and the crude material was chromatographed over silica gel, using a gradient of toluene/acetone. The material isolated was treated with diethyl ether and provided 66 mg of 8g; Mp 235-236° C.; MS-ESI: [M+1] 530.3; The reactants are CC(C)COC(=O)C(C)N, Cc1cc(CC(=O)O)on1. The product is Cc1cc(CC(=O)NC(C)C(=O)OCC(C)C)on1. Reaction SMILES: [CH2:11]([CH:12]([CH3:13])[CH3:14])[O:15][C:16]([CH:17]([NH2:18])[CH3:19])=[O:20].[CH3:1][c:2]1[n:3][o:4][c:5]([CH2:7][C:8](=[O:9])[OH:10])[cH:6]1>>[CH3:1][c:2]1[n:3][o:4][c:5]([CH2:7][C:8](=[O:10])[NH:18][CH:17]([C:16]([O:15][CH2:11][CH:12]([CH3:13])[CH3:14])=[O:20])[CH3:19])[cH:6]1. Reactants: C(=O)N[C@H]1[C@@H]2N(C(=C(CS2)OS(=O)(=O)C)C(=O)OC(C2=CC=CC=C2)C2=CC=CC=C2)C1=O (diphenylmethyl 7β-formamido-3-methanesulfonyloxy-3-cephem-4-carboxylate), [Na] (sodium), SC1=CN=NS1 (5-mercapto-1,2,3-thiadiazole), ice water, C(C)(=O)OCC (ethyl acetate). Run in CN(C)C=O (DMF). Reaction conditions: temperature -20 celsius, time 1 hour. The product is C(=O)N[C@H]1[C@@H]2N(C(=C(CS2)SC2=CN=NS2)C(=O)OC(C2=CC=CC=C2)C2=CC=CC=C2)C1=O (diphenylmethyl 7β-formamido-3-[(1,2,3-thiadiazol-5-yl)thio]-3-cephem-4-carboxylate). The yield is 91.9%. As a reaction SMILES: [CH:1]([NH:3][C@@H:4]1[C:32](=[O:33])[N:6]2[C:7]([C:16]([O:18][CH:19]([C:26]3[CH:31]=[CH:30][CH:29]=[CH:28][CH:27]=3)[C:20]3[CH:25]=[CH:24][CH:23]=[CH:22][CH:21]=3)=[O:17])=[C:8](OS(C)(=O)=O)[CH2:9][S:10][C@H:5]12)=[O:2].[Na].[SH:35][C:36]1[S:40][N:39]=[N:38][CH:37]=1.C(OCC)(=O)C>CN(C=O)C>[CH:1]([NH:3][C@@H:4]1[C:32](=[O:33])[N:6]2[C:7]([C:16]([O:18][CH:19]([C:26]3[CH:27]=[CH:28][CH:29]=[CH:30][CH:31]=3)[C:20]3[CH:21]=[CH:22][CH:23]=[CH:24][CH:25]=3)=[O:17])=[C:8]([S:35][C:36]3[S:40][N:39]=[N:38][CH:37]=3)[CH2:9][S:10][C@H:5]12)=[O:2] |^1:33|. Procedure details: To a solution of diphenylmethyl 7β-formamido-3-methanesulfonyloxy-3-cephem-4-carboxylate (1 g) in DMF (10 ml) was added sodium salt of 5-mercapto-1,2,3-thiadiazole (445 mg) at −30° C. After being stirred at −20° C. for 1 hour, the mixture was poured into a mixture of ice water and ethyl acetate. The organic layer was separated washed with water and brine, dried over magnesium sulfate, and evaporated to give diphenylmethyl 7β-formamido-3-[(1,2,3-thiadiazol-5-yl)thio]-3-cephem-4-carboxylate (961 m... Reactants: [Na+], [OH-], O, O=P(Cl)(Cl)Cl, O=c1[nH]ccc2ccoc12. The product is Clc1nccc2ccoc12. As a reaction SMILES: [Na+:17].[OH-:16].[OH2:18].[P:11]([Cl:12])([Cl:13])([Cl:14])=[O:15].[o:1]1[cH:2][cH:3][c:4]2[c:5]1[c:6](=[O:10])[nH:7][cH:8][cH:9]2>>[o:1]1[cH:2][cH:3][c:4]2[c:5]1[c:6]([Cl:13])[n:7][cH:8][cH:9]2. Reactants: CS(C)=O, CCN(C(C)C)C(C)C, O=S1CCc2nc(N3CCN(c4ccc(Cl)cc4)CC3)nc(Cl)c21, C1COCCO1, O, NC(CO)c1ccccc1. Yields the product O=S1CCc2nc(N3CCN(c4ccc(Cl)cc4)CC3)nc(NC(CO)c3ccccc3)c21. RXN SMILES: [CH3:51][S:52]([CH3:53])=[O:54].[CH:35]([N:36]([CH:37]([CH3:38])[CH3:39])[CH2:40][CH3:41])([CH3:42])[CH3:43].[Cl:1][c:2]1[c:3]2[c:4]([n:5][c:6]([N:8]3[CH2:9][CH2:10][N:11]([c:14]4[cH:15][cH:16][c:17]([Cl:20])[cH:18][cH:19]4)[CH2:12][CH2:13]3)[n:7]1)[CH2:21][CH2:22][S:23]2=[O:24].[O:45]1[CH2:46][CH2:47][O:48][CH2:49][CH2:50]1.[OH2:44].[c:25]1([CH:31]([NH2:32])[CH2:33][OH:34])[cH:26][cH:27][cH:28][cH:29][cH:30]1>>[c:2]1([NH:32][CH:31]([c:25]2[cH:26][cH:27][cH:28][cH:29][cH:30]2)[CH2:33][OH:34])[c:3]2[c:4]([n:5][c:6]([N:8]3[CH2:9][CH2:10][N:11]([c:14]4[cH:15][cH:16][c:17]([Cl:20])[cH:18][cH:19]4)[CH2:12][CH2:13]3)[n:7]1)[CH2:21][CH2:22][S:23]2=[O:24]. The reactants are OC1=CC=C(C(=O)C2=CC=CC=C2)C=C1 (4-hydroxybenzophenone), C([O-])([O-])=O.[K+].[K+] (potassium carbonate), BrCCCCl (1-bromo-3-chloropropane). Solvent: CN(C=O)C (N,N-dimethylformamide). The product is ClCCCOC1=CC=C(C(=O)C2=CC=CC=C2)C=C1 (4-(3-chloropropoxy)benzophenone). RXN SMILES: [OH:1][C:2]1[CH:15]=[CH:14][C:5]([C:6]([C:8]2[CH:13]=[CH:12][CH:11]=[CH:10][CH:9]=2)=[O:7])=[CH:4][CH:3]=1.C(=O)([O-])[O-].[K+].[K+].Br[CH2:23][CH2:24][CH2:25][Cl:26]>CN(C)C=O>[Cl:26][CH2:25][CH2:24][CH2:23][O:1][C:2]1[CH:3]=[CH:4][C:5]([C:6]([C:8]2[CH:13]=[CH:12][CH:11]=[CH:10][CH:9]=2)=[O:7])=[CH:14][CH:15]=1 |f:1.2.3|. Procedure: Following the procedure described in example 1§E, but starting from 4-hydroxybenzophenone (0.99 g), potassium carbonate (3.45 g) and 1-bromo-3-chloropropane (2.5 mL) in N,N-dimethylformamide (7.5 mL) affords 1.4 g of 4-(3-chloropropoxy)benzophenone as a yellow oil. The reactants are Cc1cc(C)c(CNC(=O)c2cc(Br)nc3c2cnn3C(C)C)c(=O)[nH]1, O=C([O-])[O-], C1COCCO1, CN1CCN(C(=O)c2ccc(B3OC(C)(C)C(C)(C)O3)cc2)CC1, CCOC(C)=O, [Na+], [Na+], O, c1ccc(P(c2ccccc2)(c2ccccc2)[Pd](P(c2ccccc2)(c2ccccc2)c2ccccc2)(P(c2ccccc2)(c2ccccc2)c2ccccc2)P(c2ccccc2)(c2ccccc2)c2ccccc2)cc1. Product: Cc1cc(C)c(CNC(=O)c2cc(-c3ccc(C(=O)N4CCN(C)CC4)cc3)nc3c2cnn3C(C)C)c(=O)[nH]1. Reaction SMILES: [Br:1][c:2]1[cH:3][c:4]([C:14](=[O:15])[NH:16][CH2:17][c:18]2[c:19](=[O:26])[nH:20][c:21]([CH3:25])[cH:22][c:23]2[CH3:24])[c:5]2[c:6]([n:7]1)[n:8]([CH:11]([CH3:12])[CH3:13])[n:9][cH:10]2.[C:51](=[O:52])([O-:53])[O-:54].[CH2:63]1[O:64][CH2:65][CH2:66][O:67][CH2:68]1.[CH3:27][N:28]1[CH2:29][CH2:30][N:31]([C:34](=[O:35])[c:36]2[cH:37][cH:38][c:39]([B:42]3[O:43][C:44]([CH3:45])([CH3:46])[C:47]([CH3:48])([CH3:49])[O:50]3)[cH:40][cH:41]2)[CH2:32][CH2:33]1.[CH3:57][CH2:58][O:59][C:60]([CH3:61])=[O:62].[Na+:55].[Na+:56].[OH2:69].[cH:70]1[cH:71][cH:72][c:73]([P:74]([Pd:75]([P:76]([c:77]2[cH:78][cH:79][cH:80][cH:81][cH:82]2)([c:83]2[cH:84][cH:85][cH:86][cH:87][cH:88]2)[c:89]2[cH:90][cH:91][cH:92][cH:93][cH:94]2)([P:95]([c:96]2[cH:97][cH:98][cH:99][cH:100][cH:101]2)([c:102]2[cH:103][cH:104][cH:105][cH:106][cH:107]2)[c:108]2[cH:109][cH:110][cH:111][cH:112][cH:113]2)[P:114]([c:115]2[cH:116][cH:117][cH:118][cH:119][cH:120]2)([c:121]2[cH:122][cH:123][cH:124][cH:125][cH:126]2)[c:127]2[cH:128][cH:129][cH:130][cH:131][cH:132]2)([c:133]2[cH:134][cH:135][cH:136][cH:137][cH:138]2)[c:139]2[cH:140][cH:141][cH:142][cH:143][cH:144]2)[cH:145][cH:146]1>>[c:2]1(-[c:39]2[cH:38][cH:37][c:36]([C:34]([N:31]3[CH2:30][CH2:29][N:28]([CH3:27])[CH2:33][CH2:32]3)=[O:35])[cH:41][cH:40]2)[cH:3][c:4]([C:14](=[O:15])[NH:16][CH2:17][c:18]2[c:19](=[O:26])[nH:20][c:21]([CH3:25])[cH:22][c:23]2[CH3:24])[c:5]2[c:6]([n:7]1)[n:8]([CH:11]([CH3:12])[CH3:13])[n:9][cH:10]2. Starting materials: CCN(C(C)C)C(C)C (DIPEA), BrC=1C=C(C=CC1)C(C)(C1=NNC=C1)N (rac-1-(3-bromo-phenyl)-1-(1H-pyrazol-3-yl)-ethylamine), ClCC(=O)Cl (chloroacetyl chloride). Solvent: [NH4+].[Cl-] (NH4Cl), C(Cl)Cl (DCM). Run at temperature 0 celsius, time 3 hour. Product: BrC=1C=C(C=CC1)C(C)(C1=NNC=C1)NC(CCl)=O (rac-N-[1-(3-bromo-phenyl)-1-(1H-pyrazol-3-yl)-ethyl]-2-chloro-acetamide). Isolated yield 79.0%. RXN SMILES: CCN(C(C)C)C(C)C.[Br:10][C:11]1[CH:12]=[C:13]([C:17]([NH2:24])([C:19]2[CH:23]=[CH:22][NH:21][N:20]=2)[CH3:18])[CH:14]=[CH:15][CH:16]=1.[Cl:25][CH2:26][C:27](Cl)=[O:28]>C(Cl)Cl.[NH4+].[Cl-]>[Br:10][C:11]1[CH:12]=[C:13]([C:17]([NH:24][C:27](=[O:28])[CH2:26][Cl:25])([C:19]2[CH:23]=[CH:22][NH:21][N:20]=2)[CH3:18])[CH:14]=[CH:15][CH:16]=1 |f:4.5|. Procedure details: DIPEA (1.18 mL, 6.77 mmol) was added to a solution of rac-1-(3-bromo-phenyl)-1-(1H-pyrazol-3-yl)-ethylamine (1.2 g, 4.51 mmol) in DCM (20 mL) and the mixture was cooled in an ice bath. Then chloroacetyl chloride (0.40 mL, 4.96 mmol) was added and the mixture was stirred at 0° C. for 3 hours. The mixture was diluted with NH4Cl (aq. sat. solution) and extracted with DCM. The organic layer was separated, dried (MgSO4), filtered and the solvents evaporated in vacuo. The crude product was purified by... The reactants are N1=CN=C2NC=NC2=C1N[C@@H](C)C=1N(C(C2=C(C=CC=C2C1)Cl)=O)C1=CC=CC=C1 ((S)-3-(1-((9H-purin-6-yl)amino)ethyl)-8-chloro-2-phenylisoquinolin-1(2H)-one), N1N=CC(=C1)B(O)O (1H-pyrazole-4-boronic acid), C(=O)([O-])[O-].[Na+].[Na+] (Na2CO3), C12(CC3CC(CC(C1)C3)C2)P(CCCC)C23CC1CC(CC(C2)C1)C3 (di-(1-adamantyl)-n-butylphosphine). The reagents and catalysts are CC(=O)[O-].CC(=O)[O-].[Pd+2] (Pd(OAc)2). Solvent: CN1CCCC1=O (NMP). Reaction conditions: temperature 160 celsius, time 3 hour. Product: N1=CN=C2NC=NC2=C1N[C@@H](C)C=1N(C(C2=C(C=CC=C2C1)C1=NNC=C1)=O)C1=CC=CC=C1 ((S)-3-(1-((9H-purin-6-yl)amino)ethyl)-2-phenyl-8-(1H-pyrazol-3-yl)isoquinolin-1(2H)-one). RXN SMILES: [N:1]1[C:9]([NH:10][C@H:11]([C:13]2[N:14]([C:25]3[CH:30]=[CH:29][CH:28]=[CH:27][CH:26]=3)[C:15](=[O:24])[C:16]3[C:21]([CH:22]=2)=[CH:20][CH:19]=[CH:18][C:17]=3Cl)[CH3:12])=[C:8]2[C:4]([NH:5][CH:6]=[N:7]2)=[N:3][CH:2]=1.[NH:31]1[CH:35]=[C:34](B(O)O)[CH:33]=[N:32]1.C([O-])([O-])=O.[Na+].[Na+].C12(P(C34CC5CC(CC(C5)C3)C4)CCCC)CC3CC(CC(C3)C1)C2>CN1C(=O)CCC1.CC([O-])=O.CC([O-])=O.[Pd+2]>[N:1]1[C:9]([NH:10][C@H:11]([C:13]2[N:14]([C:25]3[CH:30]=[CH:29][CH:28]=[CH:27][CH:26]=3)[C:15](=[O:24])[C:16]3[C:21]([CH:22]=2)=[CH:20][CH:19]=[CH:18][C:17]=3[C:35]2[CH:34]=[CH:33][NH:32][N:31]=2)[CH3:12])=[C:8]2[C:4]([NH:5][CH:6]=[N:7]2)=[N:3][CH:2]=1 |f:2.3.4,7.8.9|. Procedure: (S)-3-(1-((9H-purin-6-yl)amino)ethyl)-8-chloro-2-phenylisoquinolin-1(2H)-one (3) (200 mg, 0.48 mmol) and 1H-pyrazole-4-boronic acid (108 mg, 0.96 mmol) were dissolved in anhydrous NMP (8 mL) and the resulting solution was degassed and back-filled with argon (two cycles). To this mixture, Na2CO3 (152 mg, 1.44 mmol), Pd(OAc)2 (22 mg, 0.096 mmol) and di-(1-adamantyl)-n-butylphosphine (104 mg, 0.288 mmol) were added sequentially. The resulting mixture was degassed and back-filled with argon (two cyc...